Dataset: the Open Reaction Database (ORD), a public repository of structured organic reaction records. Task: describe an organic reaction: reactants, conditions, products, and yield The yield is 50.0%. Procedure: The desired product was prepared using a procedure similar to step 6 of example 3. Thus, [4-(1-benzyl-3-pentyl-2-phenyl-1H-indol-5-yl)-phenoxy]-acetonitrile (0.252 g, 0.520 mmol) was reacted with NaN3 (0.169 g, 2.6 mmol) and NH4Cl (0.139 g, 2.6 mmol) in DMF (5 ml) to give the product (0.137 g, 0.260 mmol, 50%) as a white solid, mp 165-168° C. 1H NMR (DMSO-d6) δ 0.76 (t, J=7.0 Hz, 3H), 1.15-1.22 (m, 4H), 1.53-1.59 (m, 2H), 2.68 (t, J=7.5 Hz, 2H), 5.27 (s, 2H), 5.52 (s, 2H), 6.83 (d, J=7.2 Hz, 2H)... Product: C(C1=CC=CC=C1)N1C(=C(C2=CC(=CC=C12)C1=CC=C(C=C1)OCC1=NN=NN1)CCCCC)C1=CC=CC=C1 (1-Benzyl-3-pentyl-2-phenyl-5-[4-(1H-tetrazol-5-ylmethoxy)-phenyl]-1H-indole), product. Reactants: C(C1=CC=CC=C1)N1C(=C(C2=CC(=CC=C12)C1=CC=C(OCC#N)C=C1)CCCCC)C1=CC=CC=C1 ([4-(1-benzyl-3-pentyl-2-phenyl-1H-indol-5-yl)-phenoxy]-acetonitrile), [N-]=[N+]=[N-].[Na+] (NaN3), [NH4+].[Cl-] (NH4Cl). Solvent: CN(C)C=O (DMF). As a reaction SMILES: [CH2:1]([N:8]1[C:16]2[C:11](=[CH:12][C:13]([C:17]3[CH:26]=[CH:25][C:20]([O:21][CH2:22][C:23]#[N:24])=[CH:19][CH:18]=3)=[CH:14][CH:15]=2)[C:10]([CH2:27][CH2:28][CH2:29][CH2:30][CH3:31])=[C:9]1[C:32]1[CH:37]=[CH:36][CH:35]=[CH:34][CH:33]=1)[C:2]1[CH:7]=[CH:6][CH:5]=[CH:4][CH:3]=1.[N-:38]=[N+:39]=[N-:40].[Na+].[NH4+].[Cl-]>CN(C=O)C>[CH2:1]([N:8]1[C:16]2[C:11](=[CH:12][C:13]([C:17]3[CH:26]=[CH:25][C:20]([O:21][CH2:22][C:23]4[NH:40][N:39]=[N:38][N:24]=4)=[CH:19][CH:18]=3)=[CH:14][CH:15]=2)[C:10]([CH2:27][CH2:28][CH2:29][CH2:30][CH3:31])=[C:9]1[C:32]1[CH:33]=[CH:34][CH:35]=[CH:36][CH:37]=1)[C:2]1[CH:3]=[CH:4][CH:5]=[CH:6][CH:7]=1 |f:1.2,3.4|. Reactants: CCOC(C)=O, COc1cc2c(C=O)cnc(Cc3cccc(OC(C)C)c3)c2cc1OC, O=[Se]=O. Product: COc1cc2c(C=O)cnc(C(=O)c3cccc(OC(C)C)c3)c2cc1OC. As a reaction SMILES: [CH3:31][CH2:32][O:33][C:34](=[O:35])[CH3:36].[CH:1]([CH3:2])([CH3:3])[O:4][c:5]1[cH:6][c:7]([CH2:8][c:9]2[n:10][cH:11][c:12]([CH:23]=[O:24])[c:13]3[cH:14][c:15]([O:21][CH3:22])[c:16]([O:19][CH3:20])[cH:17][c:18]23)[cH:25][cH:26][cH:27]1.[Se:28](=[O:29])=[O:30]>>[CH:1]([CH3:2])([CH3:3])[O:4][c:5]1[cH:6][c:7]([C:8]([c:9]2[n:10][cH:11][c:12]([CH:23]=[O:24])[c:13]3[cH:14][c:15]([O:21][CH3:22])[c:16]([O:19][CH3:20])[cH:17][c:18]23)=[O:29])[cH:25][cH:26][cH:27]1. Reactants: O (water), CN1C(N(C(C=C1C)=O)C)=O (1,3,6-Trimethylpyrimidine-2,4(1H,3H)-dione), ClC1=CC=CC=C1 (chlorobenzene), C(C1=CC=CC=C1)(=O)Cl (Benzoyl chloride). Reagents/catalysts: [Cl-].[Zn+2].[Cl-] (zinc (II) chloride). The solvent is CCOC(=O)C (EtOAc). Run at temperature 110 celsius. The product is C(C1=CC=CC=C1)(=O)C=1C(N(C(N(C1C)C)=O)C)=O (5-Benzoyl-1,3,6-trimethylpyrimidine-2,4(1H,3H)-dione). RXN SMILES: [CH3:1][N:2]1[C:7]([CH3:8])=[CH:6][C:5](=[O:9])[N:4]([CH3:10])[C:3]1=[O:11].ClC1C=CC=CC=1.[C:19](Cl)(=[O:26])[C:20]1[CH:25]=[CH:24][CH:23]=[CH:22][CH:21]=1.O>[Cl-].[Zn+2].[Cl-].CCOC(C)=O>[C:19]([C:6]1[C:5](=[O:9])[N:4]([CH3:10])[C:3](=[O:11])[N:2]([CH3:1])[C:7]=1[CH3:8])(=[O:26])[C:20]1[CH:25]=[CH:24][CH:23]=[CH:22][CH:21]=1 |f:4.5.6|. Procedure: 1,3,6-Trimethylpyrimidine-2,4(1H,3H)-dione (step 1) (5 g, 32.4 mmol) and chlorobenzene (50 mL) were charged to a 3 necked flask, and the vessel evacuated with nitrogen. Benzoyl chloride (commercial) (11.2 mL, 97 mmol) was added followed by zinc (II) chloride (5 g, 36.7 mmol) in one portion and the reaction was heated to 110° C. for 16 h. The reaction was cooled to RT then poured into water (100 mL) and EtOAc (100 mL). The layers were separated and the aqueous extracted with EtOAc (2×150 mL). The... Starting materials: C(C)(C)(C)OC(=O)N1CC=2N(CC1)C(=NN2)NS(=O)(=O)C2=CC(=C(C=C2)N[C@H](CCN2CCOCC2)CSC2=CC=CC=C2)S(=O)(=O)C(F)(F)F (3-[4-((R)-3-morpholin-4-yl-1-phenylsulfanylmethyl-propylamino)-3-trifluoromethanesulfonyl-benzenesulfonylamino]-5,6-dihydro-8H-[1,2,4]triazolo[4,3-a]pyrazine-7-carboxylic acid tert-butyl ester), FC(C(=O)O)(F)F (trifluoroacetic acid). The solvent is ClCCl (dichloromethane). Reaction conditions: time 2.5 hour. Product: N1(CCOCC1)CC[C@H](CSC1=CC=CC=C1)NC1=C(C=C(C=C1)S(=O)(=O)NC1=NNC2N1CCNC2)S(=O)(=O)C(F)(F)F (4-((R)-3-Morpholin-4-yl-1-phenylsulfanylmethyl-propylamino)-N-(5,6,1,8-tetrahydro[1,2,4]triazolo[4,3-a]pyrazin-3-yl)-3-trifluoromethanesulfonyl-benzenesulfonamide). The yield is 98.4%. RXN SMILES: C(OC([N:8]1[CH2:13][CH2:12][N:11]2[C:14]([NH:17][S:18]([C:21]3[CH:26]=[CH:25][C:24]([NH:27][C@@H:28]([CH2:37][S:38][C:39]4[CH:44]=[CH:43][CH:42]=[CH:41][CH:40]=4)[CH2:29][CH2:30][N:31]4[CH2:36][CH2:35][O:34][CH2:33][CH2:32]4)=[C:23]([S:45]([C:48]([F:51])([F:50])[F:49])(=[O:47])=[O:46])[CH:22]=3)(=[O:20])=[O:19])=[N:15][N:16]=[C:10]2[CH2:9]1)=O)(C)(C)C.FC(F)(F)C(O)=O>ClCCl>[N:31]1([CH2:30][CH2:29][C@@H:28]([NH:27][C:24]2[CH:25]=[CH:26][C:21]([S:18]([NH:17][C:14]3[N:11]4[CH2:12][CH2:13][NH:8][CH2:9][CH:10]4[NH:16][N:15]=3)(=[O:19])=[O:20])=[CH:22][C:23]=2[S:45]([C:48]([F:50])([F:51])[F:49])(=[O:47])=[O:46])[CH2:37][S:38][C:39]2[CH:40]=[CH:41][CH:42]=[CH:43][CH:44]=2)[CH2:36][CH2:35][O:34][CH2:33][CH2:32]1. Reported procedure: To a solution of 3-[4-((R)-3-morpholin-4-yl-1-phenylsulfanylmethyl-propylamino)-3-trifluoromethanesulfonyl-benzenesulfonylamino]-5,6-dihydro-8H-[1,2,4]triazolo[4,3-a]pyrazine-7-carboxylic acid tert-butyl ester (130 mg, 0.168 mmol) in dichloromethane (3 mL) under nitrogen was added trifluoroacetic acid (0.323 mL, 4.19 mmol), and the reaction was stirred for 2.5 hours. The reaction mixture was then concentrated and diluted with water and CH2Cl2. It was then basified to pH approximately 8 with satu... Starting materials: C(C)(C)OC=1C=C(C=O)C=CC1OC (isovanillin isopropyl ether), II (Iodine). The reagents and catalysts are FC(C(=O)[O-])(F)F.[Ag+] (Silver trifluoroacetate). The solvent is C(Cl)(Cl)Cl (chloroform). Conditions: temperature 61 celsius. The product is IC1=C(C=O)C=C(C(=C1)OC)OC(C)C (2-Iodo-5-isopropoxy-4-methoxybenzaldehyde). The yield is 92.8%. Reaction SMILES: [CH:1]([O:4][C:5]1[CH:6]=[C:7]([CH:10]=[CH:11][C:12]=1[O:13][CH3:14])[CH:8]=[O:9])([CH3:3])[CH3:2].[I:15]I>C(Cl)(Cl)Cl.FC(F)(F)C([O-])=O.[Ag+]>[I:15][C:10]1[CH:11]=[C:12]([O:13][CH3:14])[C:5]([O:4][CH:1]([CH3:3])[CH3:2])=[CH:6][C:7]=1[CH:8]=[O:9] |f:3.4|. Reported procedure: Silver trifluoroacetate (12.3 g, 56.7 mmol) was added to a solution of isovanillin isopropyl ether (10.0 g, 51.5 mmol) in dry chloroform (120 mL) under nitrogen and the resultant slurry stirred and heated to 61° C. Iodine (14.4 g, 56.7 mmol) was then added portionwise (6 portions) over 0.6 h and the reaction allowed to reflux for a futher 6.5 h. The reaction mixture was then cooled and filtered, rinsing with chloroform (50 mL). The filtrate was washed with Na2S2O5 (10% solution in water, 150 mL)... The reactants are CNC1C(O)CC2C3CC(Cl)C4(Cl)CC(OC(C)=O)CCC4(C)C3CCC21C, CO, [K+], [OH-], O. The product is CNC1C(O)CC2C3CC(Cl)C4(Cl)CC(O)CCC4(C)C3CCC21C. RXN SMILES: [C:1](=[O:2])([CH3:3])[O:4][CH:5]1[CH2:6][C:7]2([Cl:28])[CH:8]([Cl:27])[CH2:9][CH:10]3[CH:11]4[CH2:12][CH:13]([OH:26])[CH:14]([NH:24][CH3:25])[C:15]4([CH3:16])[CH2:17][CH2:18][CH:19]3[C:20]2([CH3:23])[CH2:21][CH2:22]1.[CH3:30][OH:31].[K+:33].[OH-:32].[OH2:29]>>[OH:4][CH:5]1[CH2:6][C:7]2([Cl:28])[CH:8]([Cl:27])[CH2:9][CH:10]3[CH:11]4[CH2:12][CH:13]([OH:26])[CH:14]([NH:24][CH3:25])[C:15]4([CH3:16])[CH2:17][CH2:18][CH:19]3[C:20]2([CH3:23])[CH2:21][CH2:22]1. Reactants: ClC1=C2C(=NC=C1)NC=C2 (4-chloro-1H-pyrrolo[2,3-b]pyridine), BrC=1C(=NNC1)C (4-bromo-3-methyl-1H-pyrazole). Conditions: temperature 130 celsius. The product is BrC=1C(=NN(C1)C1=C2C(=NC=C1)NC=C2)C (4-(4-Bromo-3-methyl-1H-pyrazol-1-yl)-1H-pyrrolo[2,3-b]pyridine). Yield: 87.5%. Reaction SMILES: Cl[C:2]1[CH:7]=[CH:6][N:5]=[C:4]2[NH:8][CH:9]=[CH:10][C:3]=12.[Br:11][C:12]1[C:13]([CH3:17])=[N:14][NH:15][CH:16]=1>>[Br:11][C:12]1[C:13]([CH3:17])=[N:14][N:15]([C:2]2[CH:7]=[CH:6][N:5]=[C:4]3[NH:8][CH:9]=[CH:10][C:3]=23)[CH:16]=1. Reported procedure: A mixture of 4-chloro-1H-pyrrolo[2,3-b]pyridine (0.050 g, 0.00033 mol) and 4-bromo-3-methyl-1H-pyrazole (0.10 g, 0.00066 mol) was heated at 130° C. overnight. The reaction mixture then was subjected to column chromatography (eluting with 5% MeOH/DCM, 0.5% NH4OH, on silica gel) to give 80 mg pale yellow solid which was triturated with MeOH (1.5 mL) to yield the product as a pale yellow solid (44 mg, 44% yield). Reactants: Cl (HCl), solution, (2,3-dihydroindole)-3-[BOC-L-LeuΨ[COCH2]-L-Phe-L-(Tr-Gln)]-E-propenamide, C(C)(C)N(C(C)C)CC (N,N-diisopropylethylamine), ClC1=C(SC=C1)C(=O)OCC1=CC=CC=C1 (benzyl chlorothiolformate). Run in O1CCOCC1 (1,4-dioxane), O1CCOCC1 (1,4-dioxane). Run at temperature 23 celsius, time 2.5 hour. Product: N1CCC2=CC=CC=C12 (2,3-dihydroindole), BnSCO-L-LeuΨ[COCH2-L-Phe-L-(Tr-Gln)]-E-propenamide. As a reaction SMILES: Cl.C([N:5]([CH2:9][CH3:10])[CH:6]([CH3:8])[CH3:7])(C)C.Cl[C:12]1[CH:16]=CS[C:13]=1C(OCC1C=CC=CC=1)=O>O1CCOCC1>[NH:5]1[C:6]2[C:7](=[CH:13][CH:12]=[CH:16][CH:8]=2)[CH2:10][CH2:9]1. Procedure details: HCl (6 mL of a 4.0 M solution in 1,4-dioxane) was added to a solution of (2,3-dihydroindole)-3-[BOC-L-LeuΨ[COCH2]-L-Phe-L-(Tr-Gln)]-E-propenamide (0.204 g, 0.233 mmol, 1 equiv) in 1,4-dioxane (8 mL). The reaction mixture was stirred at 23° C. for 2.5 hours and then concentrated. The resulting oil was dissolved in CH2Cl2 (8 mL), and N,N-diisopropylethylamine (0.081 mL, 0.465 mmol, 2.0 equiv) and benzyl chlorothiolformate (0.042 mL, 0.279 mmol, 1.2 equiv) were added sequentially. The reaction mixt... Reactants: C(C1=CC=CC=C1)OC(=O)[C@H](C[C@@H](C(=O)OCOC(C(C)(C)C)=O)CC1=CC=CC=C1)CC1=CC=CC=C1 (pivaloyloxymethyl 4-(benzyloxycarbonyl)-(R*,R*)-2,4-dibenzylbutyrate). Reagents/catalysts: [Pd] (palladium on carbon). Run in C(C)O (ethanol). The product is C(C(C)(C)C)(=O)OCOC(=O)[C@H](C[C@@H](C(=O)O)CC1=CC=CC=C1)CC1=CC=CC=C1 (4-(pivaloyloxymethoxycarbonyl)-2,4-(R*,R*)-dibenzylbutyric acid). RXN SMILES: C([O:8][C:9]([C@@H:11]([CH2:32][C:33]1[CH:38]=[CH:37][CH:36]=[CH:35][CH:34]=1)[CH2:12][C@H:13]([CH2:25][C:26]1[CH:31]=[CH:30][CH:29]=[CH:28][CH:27]=1)[C:14]([O:16][CH2:17][O:18][C:19](=[O:24])[C:20]([CH3:23])([CH3:22])[CH3:21])=[O:15])=[O:10])C1C=CC=CC=1>C(O)C.[Pd]>[C:19]([O:18][CH2:17][O:16][C:14]([C@@H:13]([CH2:25][C:26]1[CH:31]=[CH:30][CH:29]=[CH:28][CH:27]=1)[CH2:12][C@H:11]([CH2:32][C:33]1[CH:34]=[CH:35][CH:36]=[CH:37][CH:38]=1)[C:9]([OH:10])=[O:8])=[O:15])(=[O:24])[C:20]([CH3:22])([CH3:23])[CH3:21]. Procedure details: A solution of 2.5 g of pivaloyloxymethyl 4-(benzyloxycarbonyl)-(R*,R*)-2,4-dibenzylbutyrate in 75 ml of ethanol is hydrogenated at atmospheric pressure in the presence of 0.2 g of 5% palladium on carbon. The reaction is filtered and evaporated to give 4-(pivaloyloxymethoxycarbonyl)-2,4-(R*,R*)-dibenzylbutyric acid. The reactants are ClCCl, Cl, CC(C)(C)OC(=O)N1CCCC1c1cc(C(=O)N2CCOCC2)cc2c(=O)cc(N3CCOCC3)oc12. The product is O=C(c1cc(C2CCCN2)c2oc(N3CCOCC3)cc(=O)c2c1)N1CCOCC1. RXN SMILES: [Cl:39][CH2:40][Cl:41].[ClH:1].[O:2]1[CH2:3][CH2:4][N:5]([C:8](=[O:9])[c:10]2[cH:11][c:12]3[c:13](=[O:38])[cH:14][c:15]([N:32]4[CH2:33][CH2:34][O:35][CH2:36][CH2:37]4)[o:16][c:17]3[c:18]([CH:20]3[N:21]([C:25]([O:26][C:27]([CH3:28])([CH3:29])[CH3:30])=[O:31])[CH2:22][CH2:23][CH2:24]3)[cH:19]2)[CH2:6][CH2:7]1>>[O:2]1[CH2:3][CH2:4][N:5]([C:8](=[O:9])[c:10]2[cH:11][c:12]3[c:13](=[O:38])[cH:14][c:15]([N:32]4[CH2:33][CH2:34][O:35][CH2:36][CH2:37]4)[o:16][c:17]3[c:18]([CH:20]3[NH:21][CH2:22][CH2:23][CH2:24]3)[cH:19]2)[CH2:6][CH2:7]1.